From a dataset of the Open Reaction Database (ORD), a public repository of structured organic reaction records. describe an organic reaction: reactants, conditions, products, and yield The reactants are Cc1ccc(Br)cn1, O=C([O-])[O-], C1CCOC1, Cc1ccc(C#C[Si](C)(C)C)cn1, CCO, [K+], [K+], O. Product: C#Cc1ccc(C)nc1. As a reaction SMILES: [Br:6][c:7]1[cH:8][cH:9][c:10]([CH3:11])[n:12][cH:13]1.[C:27](=[O:28])([O-:29])[O-:30].[CH2:1]1[O:2][CH2:3][CH2:4][CH2:5]1.[CH3:14][c:15]1[n:16][cH:17][c:18]([C:21]#[C:22][Si:23]([CH3:24])([CH3:25])[CH3:26])[cH:19][cH:20]1.[CH3:34][CH2:35][OH:36].[K+:31].[K+:32].[OH2:33]>>[CH3:14][c:15]1[n:16][cH:17][c:18]([C:21]#[CH:22])[cH:19][cH:20]1. Reactants: C1(=CC=CC=C1)OC(NC1=C(C(=NS1)OCC1=C(C=C(C=C1F)C)F)C(N)=O)=O ([4-carbamoyl-3-(2,6-difluoro-4-methyl-benzyloxy)-isothiazol-5-yl]-carbamic acid phenyl ester), N1(CCCC1)CCCCN (4-pyrrolidin-1-yl-butylamine). The product is FC1=C(COC2=NSC(=C2C(=O)N)NC(=O)NCCCCN2CCCC2)C(=CC(=C1)C)F (3-(2,6-Difluoro-4-methyl-benzyloxy)-5-[3-(4-pyrrolidin-1-yl-butyl)-ureido]-isothiazole-4-carboxylic Acid Amide). Reaction SMILES: C1(O[C:8](=[O:29])[NH:9][C:10]2[S:14][N:13]=[C:12]([O:15][CH2:16][C:17]3[C:22]([F:23])=[CH:21][C:20]([CH3:24])=[CH:19][C:18]=3[F:25])[C:11]=2[C:26](=[O:28])[NH2:27])C=CC=CC=1.[N:30]1([CH2:35][CH2:36][CH2:37][CH2:38][NH2:39])[CH2:34][CH2:33][CH2:32][CH2:31]1>>[F:23][C:22]1[CH:21]=[C:20]([CH3:24])[CH:19]=[C:18]([F:25])[C:17]=1[CH2:16][O:15][C:12]1[C:11]([C:26]([NH2:27])=[O:28])=[C:10]([NH:9][C:8]([NH:39][CH2:38][CH2:37][CH2:36][CH2:35][N:30]2[CH2:34][CH2:33][CH2:32][CH2:31]2)=[O:29])[S:14][N:13]=1. Reported procedure: The title compound was prepared from [4-carbamoyl-3-(2,6-difluoro-4-methyl-benzyloxy)-isothiazol-5-yl]-carbamic acid phenyl ester and 4-pyrrolidin-1-yl-butylamine by the procedure analogous to Example 1. 1H NMR (400 MHz, CDCl3) δ 1.63 (br. s, 4H), 1.83 (br. s, 4H), 2.34 (s, 3H), 2.46-2.52 (m, 6H), 3.28 (s, 2H), 5.40 (s, 1H), 5.50 (s, 2H), 6.74 (d, J=8.3 Hz, 2H), 6.98 (s, 1H), 7.94 (br. s, 1H), 10.83 (br. s, 1H) ppm; MS (APCl, m/z): 468 [M+H]+. The reactants are ClCCCl, Cc1nc2c(N)nc3ccccc3c2n1CCO, O=S(Cl)Cl. The product is Cc1nc2c(N)nc3ccccc3c2n1CCCl. Reaction SMILES: [Cl:23][CH2:24][CH2:25][Cl:26].[NH2:1][c:2]1[n:3][c:4]2[cH:5][cH:6][cH:7][cH:8][c:9]2[c:10]2[c:11]1[n:12][c:13]([CH3:18])[n:14]2[CH2:15][CH2:16][OH:17].[S:19]([Cl:20])([Cl:21])=[O:22]>>[NH2:1][c:2]1[n:3][c:4]2[cH:5][cH:6][cH:7][cH:8][c:9]2[c:10]2[c:11]1[n:12][c:13]([CH3:18])[n:14]2[CH2:15][CH2:16][Cl:21]. The reactants are ClC1=C2C3(C(NC2=CC=C1)=O)C1=C(OC3)C=C3OCCC3=C1 (4′-chloro-5,6-dihydrospiro[benzo[1,2-b:5,4-b′]difuran-3,3′-indol]-2′(1′H)-one), BrCC1OCCCC1 (2-(bromomethyl)tetrahydro-2H-pyran), 5,6-dihydrospiro[benzo[1,2-b:5,4-b′]difuran-3,3′-indol]-2″(1′H)-one, CC1=CC=C(C=C1)S(=O)(=O)OC[C@@H]1OCCC1 ((R)-(tetrahydrofuran-2-yl)methyl 4-methylbenzenesulfonate). The product is ClC1=C2C3(C(N(C2=CC=C1)C[C@@H]1OCCC1)=O)C1=C(OC3)C=C3OCCC3=C1 (4′-chloro-1′-[(2R)-tetrahydrofuran-2-ylmethyl]-5,6-dihydrospiro[benzo[1,2-b:5,4-b′]difuran-3,3′-indol]-2′(1′H)-one). As a reaction SMILES: [Cl:1][C:2]1[CH:10]=[CH:9][CH:8]=[C:7]2[C:3]=1[C:4]1([CH2:15][O:14][C:13]3[CH:16]=[C:17]4[C:21](=[CH:22][C:12]1=3)[CH2:20][CH2:19][O:18]4)[C:5](=[O:11])[NH:6]2.CC1C=CC(S(O[CH2:34][C@H:35]2[CH2:39][CH2:38][CH2:37][O:36]2)(=O)=O)=CC=1.BrCC1CCCCO1>>[Cl:1][C:2]1[CH:10]=[CH:9][CH:8]=[C:7]2[C:3]=1[C:4]1([CH2:15][O:14][C:13]3[CH:16]=[C:17]4[C:21](=[CH:22][C:12]1=3)[CH2:20][CH2:19][O:18]4)[C:5](=[O:11])[N:6]2[CH2:34][C@H:35]1[CH2:39][CH2:38][CH2:37][O:36]1. Reported procedure: Following the procedure as described in EXAMPLE 4 and making non-critical variations using 4′-chloro-5,6-dihydrospiro[benzo[1,2-b:5,4-b′]difuran-3,3′-indol]-2′(1′H)-one to replace 5,6-dihydrospiro[benzo[1,2-b:5,4-b′]difuran-3,3′-indol]-2″(1′H)-one, and (R)-(tetrahydrofuran-2-yl)methyl 4-methylbenzenesulfonate to replace 2-(bromomethyl)tetrahydro-2H-pyran, 4′-chloro-1′-[(2R)-tetrahydrofuran-2-ylmethyl]-5,6-dihydrospiro[benzo[1,2-b:5,4-b′]difuran-3,3′-indol]-2′(1′H)-one was obtained (80%) as a col... Starting materials: C(=O)(OC(C)(C)C)CN1CCN2CCCN(CCN(CCC1)CCC2)CC(=O)OC(C)(C)C (4,11-bis-(carbo-tert-butoxymethyl)-1,4,8,11-tetraazabicyclo[6.6.3]heptadecane). The solvent is C(F)(F)(F)C(=O)O (CF3CO2H), C(Cl)Cl (CH2Cl2), C(=O)(C(F)(F)F)O (TFA). Conditions: time 24 hour. The product is C(=O)(O)CN1CCN2CCCN(CCN(CCC1)CCC2)CC(=O)O (4,11-bis-(carboxymethyl)-1,4,8,11-tetraazabicyclo[6.6.3]heptadecane). Yield: 3373.4%. Reaction SMILES: [C:1]([CH2:8][N:9]1[CH2:22][CH2:21][CH2:20][N:19]2[CH2:23][CH2:24][CH2:25][N:12]([CH2:13][CH2:14][CH2:15][N:16]([CH2:26][C:27]([O:29]C(C)(C)C)=[O:28])[CH2:17][CH2:18]2)[CH2:11][CH2:10]1)([O:3]C(C)(C)C)=[O:2]>C(C(O)=O)(F)(F)F.C(Cl)Cl>[C:27]([CH2:26][N:16]1[CH2:15][CH2:14][CH2:13][N:12]2[CH2:25][CH2:24][CH2:23][N:19]([CH2:20][CH2:21][CH2:22][N:9]([CH2:8][C:1]([OH:3])=[O:2])[CH2:10][CH2:11]2)[CH2:18][CH2:17]1)([OH:29])=[O:28]. Procedure details: Compound 15 (1.23 g, 2.62 mmol) was dissolved in a 1:1 (vol:vol) mixture of CF3CO2H (TFA) and CH2Cl2 (45 mL). The mixture was stirred at room temperature for 24 hours. The solvent was removed under reduced pressure to give an oily residue which was triturated with Et2O to provide white solid 16 (31.505 g, 98% yield) (2 equiv TFA calculated on the basis of mass).